From a dataset of the Open Reaction Database (ORD), a public repository of structured organic reaction records. describe an organic reaction: reactants, conditions, products, and yield Starting materials: B(F)(F)F.CCOCC (Borontrifluoride etherate), [H-].[H-].[H-].[H-].[Li+].[Al+3] (LAH), BrC1=CC=C2OC=3C(=CC(=CC3C(C2=C1)=O)OC)F (7-bromo-4-fluoro-2-methoxy-9H-xanthen-9-one), [Cl-].C(C)(C)(C)OC(C[Zn+])=O ((2-tert-butoxy-2-oxoethyl)zinc(II) chloride), N(=[N+]=[N-])[Si](C)(C)C (Azidotrimethylsilane). Run in C1CCOC1 (THF), C1=CC=CC=C1 (benzene), 2-methyl-THF. Run at time 10 minute. Yields the product NC1(C2=CC(=CC=C2OC=2C(=CC(=CC12)OC)F)Br)CCO (2-(9-amino-7-bromo-4-fluoro-2-methoxy-9H-xanthen-9-yl)ethanol). Yield: 48.1%. Reaction SMILES: [Br:1][C:2]1[CH:15]=[C:14]2[C:5]([O:6][C:7]3[C:8]([F:19])=[CH:9][C:10]([O:17][CH3:18])=[CH:11][C:12]=3[C:13]2=O)=[CH:4][CH:3]=1.[Cl-].[C:21]([O:25]C(=O)C[Zn+])(C)(C)[CH3:22].[N:30]([Si](C)(C)C)=[N+]=[N-].B(F)(F)F.CCOCC.[H-].[H-].[H-].[H-].[Li+].[Al+3]>C1C=CC=CC=1.C1COCC1>[NH2:30][C:13]1([CH2:22][CH2:21][OH:25])[C:12]2[CH:11]=[C:10]([O:17][CH3:18])[CH:9]=[C:8]([F:19])[C:7]=2[O:6][C:5]2[C:14]1=[CH:15][C:2]([Br:1])=[CH:3][CH:4]=2 |f:1.2,4.5,6.7.8.9.10.11|. Procedure: To a suspension of 7-bromo-4-fluoro-2-methoxy-9H-xanthen-9-one (20 g, 61.9 mmol) in 2-methyl-THF (300 mL) a solution of (2-tert-butoxy-2-oxoethyl)zinc(II) chloride (0.5 M in Et2O; 186 mL, 93 mmol) was added at RT. The mixture was stirred for 10 min at RT, and then heated to 45° C. for 1 hour. The reaction mixture was cooled to RT and quenched with aqueous, saturated NH4Cl (150 mL) and water (100 mL). The organic layer was separated, washed with brine and filtered through the pad of Celite. The s...